From a dataset of the Open Reaction Database (ORD), a public repository of structured organic reaction records. describe an organic reaction: reactants, conditions, products, and yield RXN SMILES: [CH3:16][c:17]1[cH:18][cH:19][cH:20][cH:21][cH:22]1.[OH2:37].[OH:1][c:2]1[cH:3][c:4]([C:12](=[O:13])[O:14][CH3:15])[cH:5][c:6]([C:7](=[O:8])[O:9][CH3:10])[cH:11]1.[OH:29][S:30](=[O:31])(=[O:32])[C:33]([F:34])([F:35])[F:36].[cH:23]1[cH:24][cH:25][n:26][cH:27][cH:28]1>>[O:1]([c:2]1[cH:3][c:4]([C:12](=[O:13])[O:14][CH3:15])[cH:5][c:6]([C:7](=[O:8])[O:9][CH3:10])[cH:11]1)[S:30](=[O:29])(=[O:31])[C:33]([F:34])([F:35])[F:36]. Yields the product COC(=O)c1cc(OS(=O)(=O)C(F)(F)F)cc(C(=O)OC)c1. The reactants are Cc1ccccc1, O, COC(=O)c1cc(O)cc(C(=O)OC)c1, O=S(=O)(O)C(F)(F)F, c1ccncc1. Starting materials: C(C1=CC=CC=C1)(=O)O[C@H]1[C@@H]([C@@H](O[C@@H]1COC(C1=CC=CC=C1)=O)N1C=NC(=C1N1C(C=2C(C1=O)=CC=CC2)=O)C(C=[N+]=[N-])=O)F (1-(3,5-di-O-benzoyl-2-deoxy-2-fluoro-β-D-arabinofuranosyl)-4-diazoacetyl-5-phthalimidoimidazole), Cl.C(C)OCC (hydrogen chloride diethyl ether), resultant mixture. Run in ClCCl (dichloromethane). The product is C(C1=CC=CC=C1)(=O)O[C@H]1[C@@H]([C@@H](O[C@@H]1COC(C1=CC=CC=C1)=O)N1C=NC(=C1N1C(C=2C(C1=O)=CC=CC2)=O)C(CCl)=O)F (1-(3,5-di-O-benzoyl-2-deoxy-2-fluoro-β-D-arabinofuranosyl)-4-chloroacetyl-5-phthalimidoimidazole). RXN SMILES: [C:1]([O:9][C@@H:10]1[C@@H:14]([CH2:15][O:16][C:17](=[O:24])[C:18]2[CH:23]=[CH:22][CH:21]=[CH:20][CH:19]=2)[O:13][C@@H:12]([N:25]2[C:29]([N:30]3[C:34](=[O:35])[C:33]4=[CH:36][CH:37]=[CH:38][CH:39]=[C:32]4[C:31]3=[O:40])=[C:28]([C:41](=[O:45])[CH:42]=[N+]=[N-])[N:27]=[CH:26]2)[C@H:11]1[F:46])(=[O:8])[C:2]1[CH:7]=[CH:6][CH:5]=[CH:4][CH:3]=1.[ClH:47].C(OCC)C>ClCCl>[C:1]([O:9][C@@H:10]1[C@@H:14]([CH2:15][O:16][C:17](=[O:24])[C:18]2[CH:23]=[CH:22][CH:21]=[CH:20][CH:19]=2)[O:13][C@@H:12]([N:25]2[C:29]([N:30]3[C:34](=[O:35])[C:33]4=[CH:36][CH:37]=[CH:38][CH:39]=[C:32]4[C:31]3=[O:40])=[C:28]([C:41](=[O:45])[CH2:42][Cl:47])[N:27]=[CH:26]2)[C@H:11]1[F:46])(=[O:8])[C:2]1[CH:7]=[CH:6][CH:5]=[CH:4][CH:3]=1 |f:1.2|. Reported procedure: The solid containing compound (14) obtained in step (5) above was dissolved in dichloromethane (5 ml), to which was then added a 1M hydrogen chloride-diethyl ether solution (0.5 ml), and the resultant mixture was allowed to react for 0.5 hours to produce the titled compound (15). The reaction solution so obtained was diluted with dichloromethane and washed with water, and the organic layer obtained was dried over anhydrous sodium sulfate and then concentrated to yield the titled compound (15) as... The reactants are C1=C(C=CC=2OC3=C(C21)CCCCCC3)N (6,7,8,9,10,11-Hexahydro-benzo[b]-cycloocta[d]furan-2-ylamine), S1C(=CC=C1)C(=O)Cl (2-thiophenecarbonyl chloride), poly(vinylpyridine). Run in ClCCl (dichloromethane). The product is C1=C(C=CC=2OC3=C(C21)CCCCCC3)NC(=O)C=3SC=CC3 (N-(6,7,8,9,10,11-hexahydrobenzo[b]cycloocta[d]furan-2-yl)thiophene-2-carboxamide). The yield is 43.0%. RXN SMILES: [CH:1]1[C:9]2[C:8]3[CH2:10][CH2:11][CH2:12][CH2:13][CH2:14][CH2:15][C:7]=3[O:6][C:5]=2[CH:4]=[CH:3][C:2]=1[NH2:16].[S:17]1[CH:21]=[CH:20][CH:19]=[C:18]1[C:22](Cl)=[O:23]>ClCCl>[CH:1]1[C:9]2[C:8]3[CH2:10][CH2:11][CH2:12][CH2:13][CH2:14][CH2:15][C:7]=3[O:6][C:5]=2[CH:4]=[CH:3][C:2]=1[NH:16][C:22]([C:18]1[S:17][CH:21]=[CH:20][CH:19]=1)=[O:23]. Reported procedure: Following the procedure of Example 1, 6,7,8,9,10,11-Hexahydro-benzo[b]-cycloocta[d]furan-2-ylamine (0.15 g, 0.70 mmol), 2-thiophenecarbonyl chloride (0.082 mL, 0.77 mmol), and poly(vinylpyridine) (0.5 g) in dichloromethane (17 mL) provided N-(6,7,8,9,10,11-hexahydrobenzo[b]cycloocta[d]furan-2-yl)thiophene-2-carboxamide (0.098 g). MS (ESI) m/z 326 ([M+H]+). The reactants are COCCOC, Cn1cnc2c(Cl)nc(Cl)nc21, [K+], [K+], O=C([O-])[O-], COC(=O)c1ccc(-c2cc(C)c(O)c(C)c2)cc1. The product is COC(=O)c1ccc(-c2cc(C)c(Oc3nc(Cl)nc4c3ncn4C)c(C)c2)cc1. As a reaction SMILES: [CH3:38][O:39][CH2:40][CH2:41][O:42][CH3:43].[Cl:20][c:21]1[n:22][c:23]([Cl:31])[c:24]2[n:25][cH:26][n:27]([CH3:30])[c:28]2[n:29]1.[K+:32].[K+:33].[O-:34][C:35]([O-:36])=[O:37].[OH:1][c:2]1[c:3]([CH3:19])[cH:4][c:5](-[c:9]2[cH:10][cH:11][c:12]([C:15](=[O:16])[O:17][CH3:18])[cH:13][cH:14]2)[cH:6][c:7]1[CH3:8]>>[O:1]([c:2]1[c:3]([CH3:19])[cH:4][c:5](-[c:9]2[cH:10][cH:11][c:12]([C:15](=[O:16])[O:17][CH3:18])[cH:13][cH:14]2)[cH:6][c:7]1[CH3:8])[c:23]1[n:22][c:21]([Cl:20])[n:29][c:28]2[c:24]1[n:25][cH:26][n:27]2[CH3:30]. The reactants are ClC=1C(=CC2=C(OCO2)C1)CN1C(=NC(=C1Br)Br)C1OCCO1 (1-((6-chloro 1,3-benzodioxol-5-yl) methyl) 4,5-di-bromo 2-(1,3-dioxolan-2-yl) 1H-imidazole), O1CCCC1 (tetrahydrofuran), C(C)[Mg]Br (ethyl magnesium bromide), solution, Cl (hydrochloric acid). Run in CN(C=O)C (dimethylformamide), CCOCC (ether), C(C)(=O)OCC (ethyl acetate). Conditions: time 2 hour. Yields the product BrC=1N=C(N(C1)CC1=CC2=C(OCO2)C=C1Cl)C1OCCO1 (4-bromo 1-((6-chloro 1,3-benzodioxol-5-yl) methyl) 2-(1,3-dioxolan-2-yl) 1H-imidazol). Reaction SMILES: [Cl:1][C:2]1[C:3]([CH2:11][N:12]2[C:16](Br)=[C:15]([Br:18])[N:14]=[C:13]2[CH:19]2[O:23][CH2:22][CH2:21][O:20]2)=[CH:4][C:5]2[O:9][CH2:8][O:7][C:6]=2[CH:10]=1.O1CCCC1.C([Mg]Br)C.Cl>CCOCC.C(OCC)(=O)C.CN(C)C=O>[Br:18][C:15]1[N:14]=[C:13]([CH:19]2[O:23][CH2:22][CH2:21][O:20]2)[N:12]([CH2:11][C:3]2[C:2]([Cl:1])=[CH:10][C:6]3[O:7][CH2:8][O:9][C:5]=3[CH:4]=2)[CH:16]=1. Reported procedure: 10 g of the product obtained in Stage A above is introduced into 200 ml of tetrahydrofuran and 10 ml of ethyl magnesium bromide in a 3M solution in ether is added dropwise. The reaction medium is maintained under agitation for 20 minutes at ambient temperature. 10 ml of dimethylformamide is then added to the reaction medium obtained and agitation is carried out for 2 hours at ambient temperature. The medium is hydrolyzed by the addition of 200 ml of dilute hydrochloric acid, extraction is carrie... Reactants: C1=CC=CC=C1 (Benzene), C(C)(=O)CC(=O)OCC (ethyl acetylacetate), C(CO)O (ethylene glycol). Reagents/catalysts: C1(=CC=C(C=C1)S(=O)(=O)O)C (p-toluenesulphonic acid). Product: C1OC(CC(=O)OCC)(C)OC1 (ethyl 3,3-ethylenedioxybutanoate). Isolated yield 92.0%. Reaction SMILES: C1C=CC=CC=1.[C:7]([CH2:10][C:11]([O:13][CH2:14][CH3:15])=[O:12])(=[O:9])[CH3:8].[CH2:16](O)[CH2:17][OH:18]>C1(C)C=CC(S(O)(=O)=O)=CC=1>[CH2:16]1[CH2:17][O:18][C:7]([CH3:8])([CH2:10][C:11]([O:13][CH2:14][CH3:15])=[O:12])[O:9]1. Procedure: Benzene (50 cc), ethyl acetylacetate (30 g, 231 mmol) and ethylene glycol (16 g), followed by p-toluenesulphonic acid (0.5 g), are introduced into a round-bottomed flask fitted with a Dean and Stark apparatus. The mixture is heated under reflux while the azeotrope is distilled off for 2 hours 30 minutes. After the removal of benzene, ethyl 3,3-ethylenedioxybutanoate (37 g) is obtained (B.P.12 =98° C.). Starting materials: C1CC12NCCN(C2)C=2C1=C(N=CN2)NC=C1 (4-(4,7-diaza-spiro[2.5]oct-7-yl)-7H-pyrrolo[2,3-d]pyrimidine), C1CC12NCCN(C2)C=2C1=C(N=CN2)NC=C1 (4-(4,7-diaza-spiro[2.5]oct-7-yl)-7H-pyrrolo[2,3-d]pyrimidine), S(=O)(=O)(N)N (sulfamide). Solvent: O1CCOCC1 (dioxane). The product is N1=CN=C(C2=C1NC=C2)N2CCN(C1(CC1)C2)S(=O)(=O)N (7-(7H-Pyrrolo[2,3-d]pyrimidin-4-yl)-4,7-diaza-spiro[2.5]octane-4-sulfonic acid amide). As a reaction SMILES: [CH2:1]1[C:3]2([CH2:8][N:7]([C:9]3[C:10]4[CH:17]=[CH:16][NH:15][C:11]=4[N:12]=[CH:13][N:14]=3)[CH2:6][CH2:5][NH:4]2)[CH2:2]1.[S:18](N)([NH2:21])(=[O:20])=[O:19]>O1CCOCC1>[N:12]1[C:11]2[NH:15][CH:16]=[CH:17][C:10]=2[C:9]([N:7]2[CH2:8][C:3]3([CH2:1][CH2:2]3)[N:4]([S:18]([NH2:21])(=[O:20])=[O:19])[CH2:5][CH2:6]2)=[N:14][CH:13]=1. Procedure: To 4-(4,7-diaza-spiro[2.5]oct-7-yl)-7H-pyrrolo[2,3-d]pyrimidine (1 g, 4.4 mmol) (intermediate 21) in dry dioxane (20 mL) was added sulfamide (419 mg, 4.4 mmol). The reaction mixture was heated to reflux for 6 hours. After evaporation of the solvent in vacuo the crude mixture was purified by flash chromatography on silica using heptane→EtOAc:MeOH (9:1) as eluent. The reactants are BrC1=NC=CC=C1 (2-Bromopyridine), OC1=CC=C(C=C1)C(=O)OC (methyl 4-hydroxybenzenecarboxylate), C([O-])([O-])=O.[K+].[K+] (potassium carbonate). Run in [OH-].[Na+] (sodium hydroxide). The product is N1=C(C=CC=C1)OC1=CC=C(C=C1)C(=O)OC (Methyl 4-(pyridin-2-yloxy)benzenecarboxylate). The yield is 14.3%. Reaction SMILES: Br[C:2]1[CH:7]=[CH:6][CH:5]=[CH:4][N:3]=1.[OH:8][C:9]1[CH:14]=[CH:13][C:12]([C:15]([O:17][CH3:18])=[O:16])=[CH:11][CH:10]=1.C(=O)([O-])[O-].[K+].[K+]>[OH-].[Na+]>[N:3]1[CH:4]=[CH:5][CH:6]=[CH:7][C:2]=1[O:8][C:9]1[CH:10]=[CH:11][C:12]([C:15]([O:17][CH3:18])=[O:16])=[CH:13][CH:14]=1 |f:2.3.4,5.6|. Reported procedure: 2-Bromopyridine (1.00 g), methyl 4-hydroxybenzenecarboxylate (1.92 g) and potassium carbonate (874.9 mg) were stirred at 150° C. for 6 hours. Aqueous 2 N sodium hydroxide solution (50 mL) was added to the reaction liquid, extracted with diethyl ether (100 mL), and the organic layer was washed with water (50 mL) and saturated saline water (50 mL) in that order, and then evaporated under reduced pressure to obtain a pale yellow residue. The resulting residue was purified through silica gel column ... Reactants: ClC(=O)OCC (Ethyl chloroformate), NC=1C=CC(=C(C1)F)N1CCC2(OCCO2)CC1 (5-Amino-2-(1,4-dioxa-8-azaspiro[4,5]dec-8-yl)fluorobenzene), Ice water. Run in N1=CC=CC=C1 (pyridine). Run at time 1 hour. Product: C(C)OC(=O)NC=1C=CC(=C(C1)F)N1CCC2(OCCO2)CC1 (5-Ethoxycarbonylamino-2-(1,4-dioxa-8-azaspiro[4,5]dec-8-yl)fluorobenzene). RXN SMILES: [NH2:1][C:2]1[CH:3]=[CH:4][C:5]([N:9]2[CH2:18][CH2:17][C:12]3([O:16][CH2:15][CH2:14][O:13]3)[CH2:11][CH2:10]2)=[C:6]([F:8])[CH:7]=1.Cl[C:20]([O:22][CH2:23][CH3:24])=[O:21]>N1C=CC=CC=1>[CH2:23]([O:22][C:20]([NH:1][C:2]1[CH:3]=[CH:4][C:5]([N:9]2[CH2:18][CH2:17][C:12]3([O:16][CH2:15][CH2:14][O:13]3)[CH2:11][CH2:10]2)=[C:6]([F:8])[CH:7]=1)=[O:21])[CH3:24]. Procedure details: 5-Amino-2-(1,4-dioxa-8-azaspiro[4,5]dec-8-yl)fluorobenzene (19.26 g, 0.076 M), was dissolved in dry pyridine (75 ml) and cooled under nitrogen with stirring to 0°. Ethyl chloroformate (9.08, 0.084 M) was added dropwise, and the mixture stirred 30 minutes at the same temperature. Ice-water (300 ml) was added, and stirring continued for 1 hour. The resulting precipitate was collected, washed thoroughly with water, and dried, to give the desired product of sufficient quality for use without purific...